The task is: describe an organic reaction: reactants, conditions, products, and yield. This data is from the Open Reaction Database (ORD), a public repository of structured organic reaction records. Starting materials: C(C)OC([C@H](CC1=CC=C(C=C1)OC\C=C\C1=CC(=CC=C1)OC1=CC=CC=C1)OCC)=O ((E)-(S)-2-Ethoxy-3-{4-[3-(3-phenoxy-phenyl)-allyloxy]-phenyl}-propionic acid ethyl ester), [OH-].[Na+] (sodium hydroxide). Run in C(C)O (ethanol). Run at time 1.5 hour. Product: C(C)O[C@H](C(=O)O)CC1=CC=C(C=C1)OC\C=C\C1=CC(=CC=C1)OC1=CC=CC=C1 ((E)-(S)-2-Ethoxy-3-{4-[3-(3-phenoxy-phenyl)-allyloxy]-phenyl}-propionic acid). The yield is 91.4%. As a reaction SMILES: C([O:3][C:4](=[O:33])[C@@H:5]([O:30][CH2:31][CH3:32])[CH2:6][C:7]1[CH:12]=[CH:11][C:10]([O:13][CH2:14]/[CH:15]=[CH:16]/[C:17]2[CH:22]=[CH:21][CH:20]=[C:19]([O:23][C:24]3[CH:29]=[CH:28][CH:27]=[CH:26][CH:25]=3)[CH:18]=2)=[CH:9][CH:8]=1)C.[OH-].[Na+]>C(O)C>[CH2:31]([O:30][C@@H:5]([CH2:6][C:7]1[CH:12]=[CH:11][C:10]([O:13][CH2:14]/[CH:15]=[CH:16]/[C:17]2[CH:22]=[CH:21][CH:20]=[C:19]([O:23][C:24]3[CH:25]=[CH:26][CH:27]=[CH:28][CH:29]=3)[CH:18]=2)=[CH:9][CH:8]=1)[C:4]([OH:33])=[O:3])[CH3:32] |f:1.2|. Reported procedure: (E)-(S)-2-Ethoxy-3-{4-[3-(3-phenoxy-phenyl)-allyloxy]-phenyl}-propionic acid ethyl ester (example 25) (150 mg, 0.34 mmol) was dissolved in ethanol (7 mL) and sodium hydroxide (1N, 4.4 mL, 4.4 mmol) added. The mixture was heated slightly to obtain a clear solution and then stirred at room temperature for 1.5 h. The ethanol was evaporated in vacuo and the mixture acidified to pH 1 with 1N hydrochloric acid. The product was isolated by extraction with ethyl acetate (40 mL×2). The combined organic p... Reactants: [OH-].[Na+] (Sodium hydroxide), CCN(C(C)C)C(C)C (DIPEA), C1(CCCCC1)C(=O)Cl (cyclohexanecarbonyl chloride), O1C(CCCC1)N1N=C2C=C(C=C(C2=C1)N)C1=CC=C(C=C1)OC1OCCCC1 (2-(tetrahydro-2H-pyran-2-yl)-6-[4-(tetrahydro-2H-pyran-2-yloxy)phenyl]-2H-indazol-4-amine). The solvent is C(Cl)Cl (DCM). Conditions: time 1 hour. Product: OC1=CC=C(C=C1)C1=CC(=C2C=NNC2=C1)NC(=O)C1CCCCC1 (N-[6-(4-Hydroxyphenyl)-1H-indazol-4-yl]cyclohexanecarboxamide). RXN SMILES: CCN(C(C)C)C(C)C.[CH:10]1([C:16](Cl)=[O:17])[CH2:15][CH2:14][CH2:13][CH2:12][CH2:11]1.O1CCCCC1[N:25]1[CH:33]=[C:32]2[C:27]([CH:28]=[C:29]([C:35]3[CH:40]=[CH:39][C:38]([O:41]C4CCCCO4)=[CH:37][CH:36]=3)[CH:30]=[C:31]2[NH2:34])=[N:26]1.[OH-].[Na+]>C(Cl)Cl>[OH:41][C:38]1[CH:37]=[CH:36][C:35]([C:29]2[CH:28]=[C:27]3[C:32]([CH:33]=[N:25][NH:26]3)=[C:31]([NH:34][C:16]([CH:10]3[CH2:15][CH2:14][CH2:13][CH2:12][CH2:11]3)=[O:17])[CH:30]=2)=[CH:40][CH:39]=1 |f:3.4|. Procedure details: DIPEA (82 mg, 0.635 mmol) and cyclohexanecarbonyl chloride (37 mg, 0.254 mmol) were added to 2-(tetrahydro-2H-pyran-2-yl)-6-[4-(tetrahydro-2H-pyran-2-yloxy)phenyl]-2H-indazol-4-amine (50 mg, 0.127 mmol) in DCM (1 ml) and the reaction was stirred for 1 h. 2 M Sodium hydroxide (aq) (2 ml) was added and the reaction stirred for 1 h. The organic layer was passed through a hydrophobic frit and the aqueous layer was extracted with DCM. The organic layers were combined and the solvent removed under a s...